From a dataset of the Open Reaction Database (ORD), a public repository of structured organic reaction records. describe an organic reaction: reactants, conditions, products, and yield Starting materials: C(C)[C@]1(C(OCC=2C(N3CCC(C3=CC21)=O)=O)=O)O ((S)-4-ethyl-4-hydroxy-7,8-dihydro-1H-pyrano-[3,4-f]indolizine-3,6,10(4H)-trione), C(C)(=O)NC1C(C2=C(C=CC=C2CC1)N)=O (2-Acetylamino-8-amino-1-tetralone), C1(=CC=C(C=C1)S(=O)(=O)[O-])C.[NH+]1=CC=CC=C1 (pyridinium-p-toluenesulfonate), compound, C1(=CC=C(C=C1)S(=O)(=O)[O-])C.[NH+]1=CC=CC=C1 (PPTS). RXN SMILES: [CH2:1]([C@:3]1([OH:19])[C:15]2[CH:14]=[C:13]3[N:9]([CH2:10][CH2:11][C:12]3=O)[C:8](=[O:17])[C:7]=2[CH2:6][O:5][C:4]1=[O:18])[CH3:2].[C:20]([NH:23][CH:24]1[CH2:33][CH2:32][C:31]2[C:26](=[C:27]([NH2:34])[CH:28]=[CH:29][CH:30]=2)[C:25]1=O)(=[O:22])[CH3:21].C1(C)C=CC(S([O-])(=O)=O)=CC=1.[NH+]1C=CC=CC=1>C1(C)C=CC=CC=1>[C:20]([NH:23][CH:24]1[C:25]2=[C:11]3[CH2:10][N:9]4[C:13](=[CH:14][C:15]5[C@:3]([CH2:1][CH3:2])([OH:19])[C:4](=[O:18])[O:5][CH2:6][C:7]=5[C:8]4=[O:17])[C:12]3=[N:34][C:27]3[CH:28]=[CH:29][CH:30]=[C:31]([C:26]=32)[CH2:32][CH2:33]1)(=[O:22])[CH3:21] |f:2.3|. Product: C(C)(=O)NC1CCC=2C=3C1=C1C(=NC3C=CC2)C2=CC3=C(C(N2C1)=O)COC([C@]3(O)CC)=O ((9S)-1-Acetylamino-9-ethyl-2,3-dihydro-9-hydroxy-1H,12H-benzo[de]pyrano[3',4': 6,7]indolizino[1,2-b]quinoline-10,13-(9H,15H)-dione). Procedure: 361 mg of (S)-4-ethyl-4-hydroxy-7,8-dihydro-1H-pyrano-[3,4-f]indolizine-3,6,10(4H)-trione (hereinafter abbreviated as "trione") was added to the solution of 300 mg of the compound prepared in (4) above in 200 ml of toluene. The mixture was heated under reflux using a Deanstark apparatus for 10 minutes. To the mixture was added 1 mg of pyridinium-p-toluenesulfonate (hereinafter abbreviated as "PPTS") and the mixture was refluxed while stirring for a further 24 hours. After cooling, the residue ob... Run at time 24 hour. The solvent is C1(=CC=CC=C1)C (toluene). Reactants: C(CCCCCCCCCCCCCCCCC)OC=1C(=O)O[C@@H](C1O)[C@@H](O)CO (2-O-octadecyl-L-ascorbic acid), N1=CC=CC=C1 (pyridine), Cl (hydrochloric acid), C(C1=CC=CC=C1)(=O)Cl (benzoyl chloride). Run in C(Cl)(Cl)Cl (chloroform). Conditions: time 1 hour. Product: C(C1=CC=CC=C1)(=O)OC1=C(C(=O)O[C@@H]1[C@@H](O)CO)OCCCCCCCCCCCCCCCCCC (3-O-benzoyl-2-O-octadecyl-L-ascorbic acid). The yield is 56.3%. As a reaction SMILES: [CH2:1]([O:19][C:20]1[C:21]([O:23][C@H:24]([C@H:27]([CH2:29][OH:30])[OH:28])[C:25]=1[OH:26])=[O:22])[CH2:2][CH2:3][CH2:4][CH2:5][CH2:6][CH2:7][CH2:8][CH2:9][CH2:10][CH2:11][CH2:12][CH2:13][CH2:14][CH2:15][CH2:16][CH2:17][CH3:18].N1C=CC=CC=1.[C:37](Cl)(=[O:44])[C:38]1[CH:43]=[CH:42][CH:41]=[CH:40][CH:39]=1.Cl>C(Cl)(Cl)Cl>[C:37]([O:26][C:25]1[C@@H:24]([C@H:27]([CH2:29][OH:30])[OH:28])[O:23][C:21](=[O:22])[C:20]=1[O:19][CH2:1][CH2:2][CH2:3][CH2:4][CH2:5][CH2:6][CH2:7][CH2:8][CH2:9][CH2:10][CH2:11][CH2:12][CH2:13][CH2:14][CH2:15][CH2:16][CH2:17][CH3:18])(=[O:44])[C:38]1[CH:43]=[CH:42][CH:41]=[CH:40][CH:39]=1. Reported procedure: To a solution of 2-O-octadecyl-L-ascorbic acid (0.8 g, 2 mmole) in chloroform (20 ml) was added pyridine (1 ml), followed by adding dropwise benzoyl chloride (0.28 g, 2 mmole) at room temperature. The reaction mixture was stirred for one hour, to which was added 2N hydrochloric acid to acidify it. The organic layer was washed with water and dried (over magnesium sulfate). The solvent was evaporated off, and the product was recrystallized from isopropyl ether-ethyl acetate to give 3-O-benzoyl-2-O... Starting materials: solution, [N+](=[N-])=C (diazomethane), COC1=CC=C(C=C1)[C@H]1C[C@@H](N(C[C@@H]1OCC=1C=CC2=C(N(CCO2)CCCOC)C1)S(=O)(=O)C1=CC=C(C=C1)C)CC(=O)O ([(2R,4R,5R)-4-(4-methoxy-phenyl)-5-[4-(3-methoxy-propyl)-3,4-dihydro-2H-benzo[1,4]oxazin-6-ylmethoxy]-1-(toluene-4-sulfonyl)-piperidin-2-yl]-acetic acid). Solvent: CCOCC (ether), CO (methanol). Reaction conditions: time 3.5 hour. Yields the product COC(C[C@@H]1N(C[C@@H]([C@H](C1)C1=CC=C(C=C1)OC)OCC=1C=CC2=C(N(CCO2)CCCOC)C1)S(=O)(=O)C1=CC=C(C=C1)C)=O ([(2R,4R,5R)-4-(4-Methoxy-phenyl)-5-[4-(3-methoxy-propyl)-3,4-dihydro-2H-benzo[1,4]oxazin-6-ylmethoxy]-1-(toluene-4-sulfonyl)-piperidin-2-yl]-acetic acid methyl ester). Reaction SMILES: [N+](=[CH2:3])=[N-].[CH3:4][O:5][C:6]1[CH:11]=[CH:10][C:9]([C@@H:12]2[C@@H:17]([O:18][CH2:19][C:20]3[CH:21]=[CH:22][C:23]4[O:28][CH2:27][CH2:26][N:25]([CH2:29][CH2:30][CH2:31][O:32][CH3:33])[C:24]=4[CH:34]=3)[CH2:16][N:15]([S:35]([C:38]3[CH:43]=[CH:42][C:41]([CH3:44])=[CH:40][CH:39]=3)(=[O:37])=[O:36])[C@@H:14]([CH2:45][C:46]([OH:48])=[O:47])[CH2:13]2)=[CH:8][CH:7]=1>CCOCC.CO>[CH3:3][O:47][C:46](=[O:48])[CH2:45][C@H:14]1[CH2:13][C@H:12]([C:9]2[CH:8]=[CH:7][C:6]([O:5][CH3:4])=[CH:11][CH:10]=2)[C@@H:17]([O:18][CH2:19][C:20]2[CH:21]=[CH:22][C:23]3[O:28][CH2:27][CH2:26][N:25]([CH2:29][CH2:30][CH2:31][O:32][CH3:33])[C:24]=3[CH:34]=2)[CH2:16][N:15]1[S:35]([C:38]1[CH:43]=[CH:42][C:41]([CH3:44])=[CH:40][CH:39]=1)(=[O:36])=[O:37]. Procedure: 4 ml of a solution of diazomethane in ether (0.2M) are added dropwise to a solution of 0.12 g of [(2R,4R,5R)-4-(4-methoxy-phenyl)-5-[4-(3-methoxy-propyl)-3,4-dihydro-2H-benzo[1,4]oxazin-6-ylmethoxy]-1-(toluene-4-sulfonyl)-piperidin-2-yl]-acetic acid (from example 25f) in 2 ml of methanol at 0° C. The reaction mixture is worked up after 3.5 hours by quenching with solid magnesium sulfate to decompose any excess diazomethane, filtering and concentrating under reduced pressure to afford the crude t... Starting materials: OC1CN(C1)C(=O)C=1OC(=NN1)C1=CC=CC=C1 ((3-Hydroxyazetidin-1-yl)(5-phenyl-1,3,4-oxadiazol-2-yl)methanone), CC1=CC=C(C=C1)S(=O)(=O)Cl (4-methylbenzene-1-sulfonyl chloride). Yields the product CC1=CC=C(C=C1)S(=O)(=O)OC1CN(C1)C(=O)C=1OC(=NN1)C1=CC=CC=C1 (1-(5-Phenyl-1,3,4-oxadiazole-2-carbonyl)azetidin-3-yl 4-methylbenzenesulfonate). The yield is 89.6%. As a reaction SMILES: [OH:1][CH:2]1[CH2:5][N:4]([C:6]([C:8]2[O:9][C:10]([C:13]3[CH:18]=[CH:17][CH:16]=[CH:15][CH:14]=3)=[N:11][N:12]=2)=[O:7])[CH2:3]1.[CH3:19][C:20]1[CH:25]=[CH:24][C:23]([S:26](Cl)(=[O:28])=[O:27])=[CH:22][CH:21]=1>>[CH3:19][C:20]1[CH:25]=[CH:24][C:23]([S:26]([O:1][CH:2]2[CH2:5][N:4]([C:6]([C:8]3[O:9][C:10]([C:13]4[CH:14]=[CH:15][CH:16]=[CH:17][CH:18]=4)=[N:11][N:12]=3)=[O:7])[CH2:3]2)(=[O:28])=[O:27])=[CH:22][CH:21]=1. Reported procedure: Using a similar protocol as described in Example 2C but employing 1B (250 mg, 1.02 mmol) and 4-methylbenzene-1-sulfonyl chloride (250 mg, 1.31 mmol) as starting materials afforded 365 mg (90%) of 8B as a solid. 1H NMR (500 MHz, CDCl3): δ 2.49 (s, 3H), 4.24 (dd, 1H), 4.47 (dd, 1H), 4.72 (dd, 1H), 4.98 (dd, 1H), 5.22 (m, 1H), 7.41 (d, 2H), 7.53 (t, 2H), 7.59 (t, 1H), 7.82 (d, 2H), 8.14 (d, 2H). Reactants: C(#N)C=1C=C(C=CC1)NC(C(=O)N1CCC(CC1)CC1=CC=C(C=C1)F)=O (N-(3-Cyano-phenyl)-2-[4-(4-fluoro-benzyl)-piperidin-1-yl)-2-oxo-acetamide), N(=[N+]=[N-])C[Sn] (azidomethyltin). Solvent: O (water). The product is FC1=CC=C(CC2CCN(CC2)C(C(=O)NC2=CC(=CC=C2)C2=NN=NN2)=O)C=C1 (2-[4-(4-Fluoro-benzyl)-piperidin-1-yl]-2-oxo-N-[3-(1H-tetrazol-5-yl)-phenyl]-acetamide). Reaction SMILES: [C:1]([C:3]1[CH:4]=[C:5]([NH:9][C:10](=[O:27])[C:11]([N:13]2[CH2:18][CH2:17][CH:16]([CH2:19][C:20]3[CH:25]=[CH:24][C:23]([F:26])=[CH:22][CH:21]=3)[CH2:15][CH2:14]2)=[O:12])[CH:6]=[CH:7][CH:8]=1)#[N:2].[N:28](C[Sn])=[N+:29]=[N-:30]>O>[F:26][C:23]1[CH:24]=[CH:25][C:20]([CH2:19][CH:16]2[CH2:17][CH2:18][N:13]([C:11](=[O:12])[C:10]([NH:9][C:5]3[CH:6]=[CH:7][CH:8]=[C:3]([C:1]4[NH:30][N:29]=[N:28][N:2]=4)[CH:4]=3)=[O:27])[CH2:14][CH2:15]2)=[CH:21][CH:22]=1 |^1:29|. Reported procedure: The title compound is prepared from N-(3-cyano-phenyl)-2-[4-(4-fluoro-benzyl)-piperidin-1-yl]-2-oxo-acetamide (Example 14) and azidomethyltin (Aldrich) according to the method described in Example 71. Melting Point: 107-112° C. (water) Starting materials: C(C)(=O)O (acetic acid), [OH-].[Na+] (sodium hydroxide), CN(C(=O)NCCCC1=CC=CC=C1)C=1C=C(C=CC1)C1=CC=C(C=C1)CCC(=O)OCC (ethyl 3-{3′-[1-methyl-3-(3-phenylpropyl)ureido]biphenyl-4-yl}propanoate), O1CCCC1.CO (tetrahydrofuran methanol), O (water). Run at time 12 hour. Product: C(CCCCCC)NC(N(C)C=1C=C(C=CC1)C1=C(C=C(C=C1)CCC(=O)O)C)=O (3-[3′-(3-heptyl-1-methylureido)-2-methylbiphenyl-4-yl]propanoic acid). Yield: 55.0%. Reaction SMILES: [OH-].[Na+].[CH3:3][N:4]([C:17]1[CH:18]=[C:19]([C:23]2C=CC(CCC(OCC)=O)=[CH:25][CH:24]=2)[CH:20]=[CH:21][CH:22]=1)[C:5]([NH:7][CH2:8][CH2:9][CH2:10][C:11]1C=C[CH:14]=[CH:13][CH:12]=1)=[O:6].O.[C:37]([OH:40])(=[O:39])[CH3:38].O1[CH2:45][CH2:44][CH2:43][CH2:42]1.[CH3:46]O>>[CH2:8]([NH:7][C:5](=[O:6])[N:4]([C:17]1[CH:18]=[C:19]([C:23]2[CH:24]=[CH:25][C:45]([CH2:46][CH2:38][C:37]([OH:40])=[O:39])=[CH:44][C:43]=2[CH3:42])[CH:20]=[CH:21][CH:22]=1)[CH3:3])[CH2:9][CH2:10][CH2:11][CH2:12][CH2:13][CH3:14] |f:0.1,5.6|. Procedure details: 100 mg (2.5 mmol, 3.2 eq) of sodium hydroxide are added to a solution of 348 mg (0.78 mmol, 1 eq) of ethyl 3-{3′-[1-methyl-3-(3-phenylpropyl)ureido]biphenyl-4-yl}propanoate in 6 ml of a tetrahydrofuran/methanol mixture (8/2). The reaction mixture is stirred at room temperature for 12 hours. The reaction medium is hydrolyzed with water, acidified with acetic acid solution and extracted with ethyl acetate. The organic phases are combined, washed with sodium chloride solution and dried over sodium ... Reactants: BrC1=CC=C2CC(C(C2=C1)=O)CC(=O)O (6-Bromo-2-carboxymethyl-1-indanone), CO (methanol), O1CCCC1 (tetrahydrofuran), [BH4-].[Na+] (Sodium borohydride), [BH4-].[Na+] (sodium borohydride). Solvent: O (Water). Conditions: time 45 minute. Yields the product BrC1=CC=C2CC(C(C2=C1)O)CC(=O)O (6-Bromo-2-carboxymethyl-1-hydoxyindane). RXN SMILES: [Br:1][C:2]1[CH:10]=[C:9]2[C:5]([CH2:6][CH:7]([CH2:12][C:13]([OH:15])=[O:14])[C:8]2=[O:11])=[CH:4][CH:3]=1.CO.O1CCCC1.[BH4-].[Na+]>O>[Br:1][C:2]1[CH:10]=[C:9]2[C:5]([CH2:6][CH:7]([CH2:12][C:13]([OH:15])=[O:14])[CH:8]2[OH:11])=[CH:4][CH:3]=1 |f:3.4|. Reported procedure: 6-Bromo-2-carboxymethyl-1-indanone (139 g, 650 mmol), methanol (1100 mL), and tetrahydrofuran (200 mL) were stirred at 0° C. Sodium borohydride (9.30 g, 245 mmol) was added in portions over 45 minutes and stirred another 45 minutes. More sodium borohydride (12.4 g, 326 mmol) was added in portions over 45 minutes and stirred another 60 minutes. Water was added and the solvent was removed under vacuum at 35° C. The residue was partitioned between diethyl ether and water. The organic layer was wash... The reactants are CCCC=CCC=CCO, ClC(Cl)Cl. Product: CCCC=CCC=CC=O. As a reaction SMILES: [CH2:1]([CH:2]=[CH:3][CH2:4][CH:5]=[CH:6][CH2:7][CH2:8][CH3:9])[OH:10].[CH:11]([Cl:12])([Cl:13])[Cl:14]>>[CH:1]([CH:2]=[CH:3][CH2:4][CH:5]=[CH:6][CH2:7][CH2:8][CH3:9])=[O:10].